Dataset: the Open Reaction Database (ORD), a public repository of structured organic reaction records. Task: describe an organic reaction: reactants, conditions, products, and yield Reactants: CO, CC1(C)OCC(Cn2c(C(C)(C)CCO)cc3cc(NC(=O)C4(c5ccc6c(c5)OC(F)(F)O6)CC4)c(F)cc32)O1, CC(C)(CCO)c1cc2cc(NC(=O)C3(c4ccc5c(c4)OC(F)(F)O5)CC3)c(F)cc2[nH]1, O. Yields the product CC(C)(CCO)c1cc2cc(NC(=O)C3(c4ccc5c(c4)OC(F)(F)O5)CC3)c(F)cc2n1CC(O)CO. RXN SMILES: [CH3:75][OH:76].[F:1][C:2]1([F:41])[O:3][c:4]2[c:5]([cH:7][cH:8][c:9]([C:11]3([C:14](=[O:15])[NH:16][c:17]4[cH:18][c:19]5[cH:20][c:21]([C:35]([CH3:36])([CH2:37][CH2:38][OH:39])[CH3:40])[n:22]([CH2:27][CH:28]6[O:29][C:30]([CH3:33])([CH3:34])[O:31][CH2:32]6)[c:23]5[cH:24][c:25]4[F:26])[CH2:12][CH2:13]3)[cH:10]2)[O:6]1.[F:42][C:43]1([F:44])[O:45][c:46]2[cH:47][cH:48][c:49]([C:50]3([C:51]([NH:52][c:53]4[cH:54][c:55]5[c:56]([cH:57][c:58]4[F:59])[nH:60][c:61]([C:62]([CH3:63])([CH2:64][CH2:65][OH:66])[CH3:67])[cH:68]5)=[O:69])[CH2:70][CH2:71]3)[cH:72][c:73]2[O:74]1.[OH2:77]>>[F:1][C:2]1([F:41])[O:3][c:4]2[c:5]([cH:7][cH:8][c:9]([C:11]3([C:14](=[O:15])[NH:16][c:17]4[cH:18][c:19]5[cH:20][c:21]([C:35]([CH3:36])([CH2:37][CH2:38][OH:39])[CH3:40])[n:22]([CH2:27][CH:28]([OH:29])[CH2:32][OH:31])[c:23]5[cH:24][c:25]4[F:26])[CH2:12][CH2:13]3)[cH:10]2)[O:6]1.